From a dataset of the Open Reaction Database (ORD), a public repository of structured organic reaction records. describe an organic reaction: reactants, conditions, products, and yield Reactants: C1(=CCCCC1)C1=CNC2=NC=C(C=C21)NC(C2=C(C(=CC=C2F)NS(=O)(=O)CCC)F)=O (N-(3-cyclohexenyl-1H-pyrrolo[2,3-b]pyridin-5-yl)-2,6-difluoro-3-(propylsulfonamido)benzamide), [H][H] (hydrogen). The reagents and catalysts are [Pd] (Pd/C). Run in CO (methanol). The product is C1(CCCCC1)C1=CNC2=NC=C(C=C21)NC(C2=C(C(=CC=C2F)NS(=O)(=O)CCC)F)=O (N-(3-cyclohexyl-1H-pyrrolo[2,3-b]pyridin-5-yl)-2,6-difluoro-3-(propylsulfonamido)benzamide). Isolated yield 25.0%. Reaction SMILES: [C:1]1([C:7]2[C:15]3[C:10](=[N:11][CH:12]=[C:13]([NH:16][C:17](=[O:33])[C:18]4[C:23]([F:24])=[CH:22][CH:21]=[C:20]([NH:25][S:26]([CH2:29][CH2:30][CH3:31])(=[O:28])=[O:27])[C:19]=4[F:32])[CH:14]=3)[NH:9][CH:8]=2)[CH2:6][CH2:5][CH2:4][CH2:3][CH:2]=1.[H][H]>CO.[Pd]>[CH:1]1([C:7]2[C:15]3[C:10](=[N:11][CH:12]=[C:13]([NH:16][C:17](=[O:33])[C:18]4[C:23]([F:24])=[CH:22][CH:21]=[C:20]([NH:25][S:26]([CH2:29][CH2:30][CH3:31])(=[O:28])=[O:27])[C:19]=4[F:32])[CH:14]=3)[NH:9][CH:8]=2)[CH2:2][CH2:3][CH2:4][CH2:5][CH2:6]1. Procedure: N-(3-cyclohexenyl-1H-pyrrolo[2,3-b]pyridin-5-yl)-2,6-difluoro-3-(propylsulfonamido)benzamide (40 mg, 0.084 mmol) was dissolved in methanol (1 mL), and 10% Pd/C (40 mg, 1 eq.) was then added. This mixture was subjected to 45 psi of hydrogen for 16 hours and filtered through GF/F filter paper. The filtrate was then concentrated. The resulting solids were purified by preparative TLC (2×0.5 mm plates, 10% MeOH/DCM as the eluent) to give N-(3-cyclohexyl-1H-pyrrolo[2,3-b]pyridin-5-yl)-2,6-difluoro-3-(...